This data is from the Open Reaction Database (ORD), a public repository of structured organic reaction records. The task is: describe an organic reaction: reactants, conditions, products, and yield Reagents/catalysts: [Pd] (Pd-C). Yield: 101.7%. Procedure details: According to the same procedure as in Example 1, 1-(1-methoxycarbonylethyl)-3-acetylamino-4-phenylazetidin-2-one (400 mg.) was subjected to hydrogenolysis at 50° C. in ethanol (30 ml.) under a hydrogen pressure of one atmosphere in the presence of a 10% Pd-C (580 mg.). The reaction was completed in 7 hours. The same after-treatment as in Example 1 was followed to give methyl ester of N-acetylphenylalanylalanine (390 mg., yield: 96.8%) melting at 147.0°-155.0° C. Reaction SMILES: C[O:2][C:3]([CH:5]([N:7]1[CH:10]([C:11]2[CH:16]=[CH:15][CH:14]=[CH:13][CH:12]=2)[CH:9]([NH:17][C:18](=[O:20])[CH3:19])[C:8]1=[O:21])[CH3:6])=[O:4]>C(O)C.[Pd]>[C:18]([NH:17][C@H:9]([C:8]([NH:7][C@H:5]([C:3]([OH:4])=[O:2])[CH3:6])=[O:21])[CH2:10][C:11]1[CH:16]=[CH:15][CH:14]=[CH:13][CH:12]=1)(=[O:20])[CH3:19]. The product is methyl ester, C(C)(=O)N[C@@H](CC1=CC=CC=C1)C(=O)N[C@@H](C)C(=O)O (N-acetylphenylalanylalanine). Conditions: time 7 hour. The solvent is C(C)O (ethanol). The reactants are COC(=O)C(C)N1C(C(C1C1=CC=CC=C1)NC(C)=O)=O (1-(1-methoxycarbonylethyl)-3-acetylamino-4-phenylazetidin-2-one).